From a dataset of the Open Reaction Database (ORD), a public repository of structured organic reaction records. describe an organic reaction: reactants, conditions, products, and yield Reactants: [Mg] (Magnesium), ClC1=CC2=C(SCC3=C(C2)C=CC=C3)C=C1 (2-chloro-6,11-dihydrodibenzo[b,e]thiepine), C(=C)Br (vinylbromide), II (iodine), BrCCBr (1,2-dibromoethane), solution, C(=C)Br (vinylbromide), C(=O)=O.C(C)O (dry ice ethanol). The solvent is O1CCCC1 (tetrahydrofuran), O1CCCC1 (tetrahydrofuran). Conditions: temperature 60 celsius, time 45 minute. The product is ClC1=CC2=C(SCC3=C(C2(O)C=C)C=CC=C3)C=C1 (2-chloro-11-vinyl-6,11-dihydrodibenzo[b,e]thiepin-11-ol). The yield is 95.0%. Reaction SMILES: [Mg].II.Br[CH2:5][CH2:6]Br.C(Br)=C.[C:11](=[O:13])=O.C(O)C.[Cl:17][C:18]1[CH:32]=[CH:31][C:21]2[S:22][CH2:23][C:24]3[CH:30]=[CH:29][CH:28]=[CH:27][C:25]=3C[C:20]=2[CH:19]=1>O1CCCC1>[Cl:17][C:18]1[CH:19]=[CH:20][C:21]2[S:22][CH2:23][C:24]3[CH:25]=[CH:27][CH:28]=[CH:29][C:30]=3[C:11]([CH:5]=[CH2:6])([OH:13])[C:31]=2[CH:32]=1 |f:4.5|. Reported procedure: Magnesium (4.94 g, 0.203 mol) under tetrahydrofuran (15 ml) was activated with a grain of iodine and 1,2-dibromoethane (0.4 ml). After the reaction was finished, 10% of a solution of vinylbromide (21.4 g, 0.2 mol) in tetrahydrofuran (70 ml) was added (dry ice-ethanol condenser, nitrogen atmosphere). The reaction started immediately, and the remaining part of the vinylbromide solution was added dropwise under stirring at such a rate (over 45 minutes) as to maintain the temperature at 58-62° C. Th... The reactants are [Si](C)(C)(C(C)(C)C)OCC1=C(C=CC=C1)C=1C=CC=2N(C1)C=C(N2)C2=COC=C2 (6-[2-[(tert-butyldimethylsilanyloxy)methyl]phenyl]-2-(furan-3-yl)imidazo[1,2-a]pyridine), [F-].C(CCC)[N+](CCCC)(CCCC)CCCC (tetrabutylammonium fluoride). Solvent: O1CCCC1 (tetrahydrofuran). Reaction conditions: time 48 hour. Yields the product O1C=C(C=C1)C=1N=C2N(C=C(C=C2)C2=C(C=CC=C2)CO)C1 ([2-[2-(Furan-3-yl)imidazo[1,2-a]pyridin-6-yl]phenyl]methanol). Yield: 87.0%. As a reaction SMILES: [Si]([O:8][CH2:9][C:10]1[CH:15]=[CH:14][CH:13]=[CH:12][C:11]=1[C:16]1[CH:17]=[CH:18][C:19]2[N:20]([CH:22]=[C:23]([C:25]3[CH:29]=[CH:28][O:27][CH:26]=3)[N:24]=2)[CH:21]=1)(C(C)(C)C)(C)C.[F-].C([N+](CCCC)(CCCC)CCCC)CCC>O1CCCC1>[O:27]1[CH:28]=[CH:29][C:25]([C:23]2[N:24]=[C:19]3[CH:18]=[CH:17][C:16]([C:11]4[CH:12]=[CH:13][CH:14]=[CH:15][C:10]=4[CH2:9][OH:8])=[CH:21][N:20]3[CH:22]=2)=[CH:26]1 |f:1.2|. Procedure: 250 mg of 6-[2-[(tert-butyldimethylsilanyloxy)methyl]phenyl]-2-(furan-3-yl)imidazo[1,2-a]pyridine in 6 ml of tetrahydrofuran are placed in a round-bottomed flask, and 320 mg of tetrabutylammonium fluoride are added thereto. The reaction mixture is stirred at ambient temperature for 48 h and concentrated under reduced pressure. The residue is purified by silica gel chromatography, elution being carried out with a dichloromethane/methanol mixture. 156 mg of compound are obtained. Reactants: CCO, C#Cc1ccc(NC(=O)c2cc(Cl)ccc2NC(=O)c2ccc(N=CN3CCC(C(=O)OCC)CC3)cc2)cc1. Yields the product C#Cc1ccc(NC(=O)c2cc(Cl)ccc2NC(=O)c2ccc(N=CN3CCC(C(=O)O)CC3)cc2)cc1. Reaction SMILES: [CH3:41][CH2:42][OH:43].[Cl:1][c:2]1[cH:3][c:4]([C:30]([NH:31][c:32]2[cH:33][cH:34][c:35]([C:38]#[CH:39])[cH:36][cH:37]2)=[O:40])[c:5]([NH:8][C:9](=[O:10])[c:11]2[cH:12][cH:13][c:14]([N:17]=[CH:18][N:19]3[CH2:20][CH2:21][CH:22]([C:25](=[O:26])[O:27][CH2:28][CH3:29])[CH2:23][CH2:24]3)[cH:15][cH:16]2)[cH:6][cH:7]1>>[Cl:1][c:2]1[cH:3][c:4]([C:30]([NH:31][c:32]2[cH:33][cH:34][c:35]([C:38]#[CH:39])[cH:36][cH:37]2)=[O:40])[c:5]([NH:8][C:9](=[O:10])[c:11]2[cH:12][cH:13][c:14]([N:17]=[CH:18][N:19]3[CH2:20][CH2:21][CH:22]([C:25](=[O:26])[OH:27])[CH2:23][CH2:24]3)[cH:15][cH:16]2)[cH:6][cH:7]1. Starting materials: BrC1=C(C2=C(C=NN(C2=O)COCC[Si](C)(C)C)N1COCC[Si](C)(C)C)CBr (2-bromo-3-bromomethyl-1,5-bis(2-trimethylsilylethoxymethyl)-1,5-dihydropyrrolo[2,3-d]pyridazin-4-one), O1CCCC1 (tetrahydrofuran), FCCO (2-fluoroethanol), [H-].[Na+] (sodium hydride). The solvent is O (water). Reaction conditions: time 30 minute. Yields the product BrC1=C(C2=C(C=NN(C2=O)COCC[Si](C)(C)C)N1COCC[Si](C)(C)C)COCCF (2-Bromo-3-(2-fluoroethoxymethyl)-1,5-bis(2-trimethylsilylethoxymethyl)-1,5-dihydropyrrolo[2,3-d]pyridazin-4-one). Isolated yield 91.0%. As a reaction SMILES: O1CCCC1.[F:6][CH2:7][CH2:8][OH:9].[H-].[Na+].[Br:12][C:13]1[N:30]([CH2:31][O:32][CH2:33][CH2:34][Si:35]([CH3:38])([CH3:37])[CH3:36])[C:16]2[CH:17]=[N:18][N:19]([CH2:22][O:23][CH2:24][CH2:25][Si:26]([CH3:29])([CH3:28])[CH3:27])[C:20](=[O:21])[C:15]=2[C:14]=1[CH2:39]Br>O>[Br:12][C:13]1[N:30]([CH2:31][O:32][CH2:33][CH2:34][Si:35]([CH3:38])([CH3:37])[CH3:36])[C:16]2[CH:17]=[N:18][N:19]([CH2:22][O:23][CH2:24][CH2:25][Si:26]([CH3:29])([CH3:28])[CH3:27])[C:20](=[O:21])[C:15]=2[C:14]=1[CH2:39][O:9][CH2:8][CH2:7][F:6] |f:2.3|. Reported procedure: To 15 ml of dehydrated tetrahydrofuran solution containing 1.02 g (16 mmol) of 2-fluoroethanol was added 0.32 g (8.0 mmol) of sodium hydride (60% dispersed material in mineral oil) under ice-cooling, and the mixture was stirred at room temperature for 30 minutes. Then, 0.90 g (1.6 mmol) of 2-bromo-3-bromomethyl-1,5-bis(2-trimethylsilylethoxymethyl)-1,5-dihydropyrrolo[2,3-d]pyridazin-4-one obtained in Reference example 25-(a) was further added to the mixture, and the mixture was stirred at room t... Starting materials: OC(C(CNC(OC(C)(C)C)=O)C)C1=CC(=CC=C1)\C=C\C1=C(CCCC1(C)C)C ((E)-tert-butyl 3-hydroxy-2-methyl-3-(3-(2-(2,6,6-trimethylcyclohex-1-enyl)vinyl)phenyl)propylcarbamate). The reagents and catalysts are O=[Mn]=O (MnO2). The solvent is C(Cl)Cl (CH2Cl2). Conditions: time 8 hour. Yields the product CC(CNC(OC(C)(C)C)=O)C(C1=CC(=CC=C1)\C=C\C1=C(CCCC1(C)C)C)=O ((E)-tert-butyl 2-methyl-3-oxo-3-(3-(2-(2,6,6-trimethylcyclohex-1-enyl)vinyl)phenyl)propylcarbamate). As a reaction SMILES: [OH:1][CH:2]([C:14]1[CH:19]=[CH:18][CH:17]=[C:16](/[CH:20]=[CH:21]/[C:22]2[C:27]([CH3:29])([CH3:28])[CH2:26][CH2:25][CH2:24][C:23]=2[CH3:30])[CH:15]=1)[CH:3]([CH3:13])[CH2:4][NH:5][C:6](=[O:12])[O:7][C:8]([CH3:11])([CH3:10])[CH3:9]>C(Cl)Cl.O=[Mn]=O>[CH3:13][CH:3]([C:2](=[O:1])[C:14]1[CH:19]=[CH:18][CH:17]=[C:16](/[CH:20]=[CH:21]/[C:22]2[C:27]([CH3:29])([CH3:28])[CH2:26][CH2:25][CH2:24][C:23]=2[CH3:30])[CH:15]=1)[CH2:4][NH:5][C:6](=[O:12])[O:7][C:8]([CH3:11])([CH3:10])[CH3:9]. Procedure: To a solution of (E)-tert-butyl 3-hydroxy-2-methyl-3-(3-(2-(2,6,6-trimethylcyclohex-1-enyl)vinyl)phenyl)propylcarbamate (0.2728 g, 0.64 mmol) in CH2Cl2 (10 mL) under argon was added MnO2 (2.4751 g, 28.5 mmol). The mixture was stirred at room temperature overnight. The solids were removed by filtration and the filtrate was concentrated under reduced pressure. Purification by flash chromatography (10 to 50% EtOAc-hexanes gradient) gave (E)-tert-butyl 2-methyl-3-oxo-3-(3-(2-(2,6,6-trimethylcyclohex... Starting materials: C(=O)([O-])[O-].[K+].[K+] (K2CO3), ClC1=CC=C(C=C1)N(C(C)=O)[C@@H]1C[C@@H](N(C2=CC=CC=C12)C(C1=CC=C(C=C1)O)=O)C ((2S,4R)-N-(4-Chloro-phenyl)-N-[1-(4-hydroxy-benzoyl)-2-methyl-1,2,3,4-tetrahydro-quinolin-4-yl]-acetamide), BrCCCC(C)(O)C (5-Bromo-2-methyl-pentan-2-ol). Run in CN(C)C=O (DMF). Run at temperature 80 celsius. Yields the product ClC1=CC=C(C=C1)N(C(C)=O)[C@@H]1C[C@@H](N(C2=CC=CC=C12)C(C1=CC=C(C=C1)OCCCC(C)(C)O)=O)C ((2S,4R)-N-(4-Chloro-phenyl)-N-{1-[4-(4-hydroxy-4-methyl-pentyloxy)-benzoyl]-2-methyl-1,2,3,4-tetrahydro-quinolin-4-yl}-acetamide). Isolated yield 78.8%. Reaction SMILES: [Cl:1][C:2]1[CH:7]=[CH:6][C:5]([N:8]([C@H:12]2[C:21]3[C:16](=[CH:17][CH:18]=[CH:19][CH:20]=3)[N:15]([C:22](=[O:30])[C:23]3[CH:28]=[CH:27][C:26]([OH:29])=[CH:25][CH:24]=3)[C@@H:14]([CH3:31])[CH2:13]2)[C:9](=[O:11])[CH3:10])=[CH:4][CH:3]=1.C([O-])([O-])=O.[K+].[K+].Br[CH2:39][CH2:40][CH2:41][C:42]([CH3:45])([OH:44])[CH3:43]>CN(C=O)C>[Cl:1][C:2]1[CH:3]=[CH:4][C:5]([N:8]([C@H:12]2[C:21]3[C:16](=[CH:17][CH:18]=[CH:19][CH:20]=3)[N:15]([C:22](=[O:30])[C:23]3[CH:24]=[CH:25][C:26]([O:29][CH2:39][CH2:40][CH2:41][C:42]([OH:44])([CH3:45])[CH3:43])=[CH:27][CH:28]=3)[C@@H:14]([CH3:31])[CH2:13]2)[C:9](=[O:11])[CH3:10])=[CH:6][CH:7]=1 |f:1.2.3|. Procedure details: (2S,4R)-N-(4-Chloro-phenyl)-N-[1-(4-hydroxy-benzoyl)-2-methyl-1,2,3,4-tetrahydro-quinolin-4-yl]-acetamide (0.1 g, 0.23 mmol) was dissolved in DMF (5 mL) at room temperature. K2CO3 (0.317 g, 2.3 mmol) was added. 5-Bromo-2-methyl-pentan-2-ol (0.092 g, 0.51 mmol) was added and the reaction was allowed to heat to 80° C. overnight. The reaction mixture was concentrated in vacuo. The residue was partitioned between ethyl acetate and water, then extracted three times with ethyl acetate, dried over MgSO... Starting materials: O=C(O)C1CCCC1, Cc1ccc(N)cc1-c1ccc(C(=O)NCC2CC2)cc1. Yields the product Cc1ccc(NC(=O)C2CCCC2)cc1-c1ccc(C(=O)NCC2CC2)cc1. RXN SMILES: [CH:22]1([C:27](=[O:28])[OH:29])[CH2:23][CH2:24][CH2:25][CH2:26]1.[NH2:1][c:2]1[cH:3][cH:4][c:5]([CH3:21])[c:6](-[c:8]2[cH:9][cH:10][c:11]([C:14](=[O:15])[NH:16][CH2:17][CH:18]3[CH2:19][CH2:20]3)[cH:12][cH:13]2)[cH:7]1>>[NH:1]([c:2]1[cH:3][cH:4][c:5]([CH3:21])[c:6](-[c:8]2[cH:9][cH:10][c:11]([C:14](=[O:15])[NH:16][CH2:17][CH:18]3[CH2:19][CH2:20]3)[cH:12][cH:13]2)[cH:7]1)[C:27]([CH:22]1[CH2:23][CH2:24][CH2:25][CH2:26]1)=[O:28]. Reactants: polyphosphoric acid, CC=1C=C(OCC(=O)O)C=C(C1)C (2-(3,5-dimethylphenoxy) acetic acid), N (ammonia). Run at temperature 50 celsius. Product: CC1=CC(=CC2=C1C(CO2)=O)C (4,6-dimethyl-3-benzofuranone). Yield: 100.0%. As a reaction SMILES: [CH3:1][C:2]1[CH:3]=[C:4]([CH:10]=[C:11]([CH3:13])[CH:12]=1)[O:5][CH2:6][C:7](O)=[O:8].N>>[CH3:1][C:2]1[C:3]2[C:7](=[O:8])[CH2:6][O:5][C:4]=2[CH:10]=[C:11]([CH3:13])[CH:12]=1. Procedure details: A mix of polyphosphoric acid and 2-(3,5-dimethylphenoxy) acetic acid was heated at 50° C. for 8 hours. The mix was poured in ice, treated with ammonia until a pH 7 was obtained. The mix was extracted with methylenechloride and the organic phase was treated with a solution of bicarbonate, made anhydrous (Na2SO4) and freed from the solvent under reduced pressure, to produce 4,6-dimethyl-3-benzofuranone (40% conversion, 100% yield). Starting materials: NC=1SC2=C(N1)C=CC(=C2)F (2-amino-6-fluorobenzothiazole), Cl (hydrochloric acid), N(=O)[O-].[Na+] (sodium nitrite). Conditions: temperature 50 celsius, time 12 hour. The product is FC1=CC2=C(NC(S2)=O)C=C1 (6-fluorobenzothiazol-2-one). Yield: 85.0%. As a reaction SMILES: N[C:2]1[S:3][C:4]2[CH:10]=[C:9]([F:11])[CH:8]=[CH:7][C:5]=2[N:6]=1.Cl.N([O-])=[O:14].[Na+]>>[F:11][C:9]1[CH:8]=[CH:7][C:5]2[NH:6][C:2](=[O:14])[S:3][C:4]=2[CH:10]=1 |f:2.3|. Procedure details: 22.4 g of 2-amino-6-fluorobenzothiazole (pure substance content: 97%) and 191.1 g of 30% hydrochloric acid are introduced into a 750 ml pressure vessel at room temperature. The mixture is subsequently heated for 30 minutes at 50° C. and then cooled to 10° C. Then, 46.7 g of aqueous, 40% sodium nitrite solution are metered in at a uniform rate in the course of 1 hour at 10° C., with vigorous stirring. After metering in has ended, stirring of the reaction mixture is continued for 12 hours at 20° C...